Task: describe an organic reaction: reactants, conditions, products, and yield. Dataset: the Open Reaction Database (ORD), a public repository of structured organic reaction records Reactants: Cl/C=1/C(=O)OC(\C1\Cl)=O (2,3-dichloromaleic anhydride), FC(OC1=C(N)C=CC=C1)F (o-difluoromethoxyaniline). Run in O1CCOCC1 (dioxane), O1CCOCC1 (dioxane). Product: ClC=1C(=O)N(C(C1Cl)=O)C1=C(C=CC=C1)OC(F)F (2,3-dichloro-N-(o-difluoromethoxyphenyl)maleimide). Isolated yield 89.9%. As a reaction SMILES: [Cl:1][C:2]1[C:3]([O:5][C:6](=[O:9])[C:7]=1[Cl:8])=O.[F:10][CH:11]([F:20])[O:12][C:13]1[CH:19]=[CH:18][CH:17]=[CH:16][C:14]=1[NH2:15]>O1CCOCC1>[Cl:8][C:7]1[C:6]([N:15]([C:14]2[CH:16]=[CH:17][CH:18]=[CH:19][C:13]=2[O:12][CH:11]([F:10])[F:20])[C:3](=[O:5])[C:2]=1[Cl:1])=[O:9]. Procedure: 16.7 g (0.1 mole) of 2,3-dichloromaleic anhydride is dissolved in 100 ml of dioxane, and a solution of 15.9 g (0.1 mole) of o-difluoromethoxyaniline in 30 ml of dioxane is added dropwise to it at room temperature over 20 minutes with stirring. Thereafter, the resulting solution is stirred at 70°-80° C. for 2 hours and the dioxane is then distilled off under a reduced pressure. Water is added to the residue to precipitate crystals. The precipitated crystals are filtered off and recrystallized fro... Product: CN1CC2=C(N(C=3C(=CC=CC23)C)CCC=2C=NC(=CC2)C)CC1 (2,3,4,5-tetrahydro-2,6-dimethyl-5-(2-(6-methylpyridin-3-yl)ethyl)-1H-pyrido[4,3-b]indole). The solvent is CN1CCCC1=O (NMP). Starting materials: CN1CC2=C(NC=3C(=CC=CC23)C)CC1 (2,3,4,5-tetrahydro-2,6-dimethyl-1H-pyrido[4,3-b]indole), CC1=NC=C(C=C1)C=C (2-methyl-5-vinylpyridine), [OH-].[K+] (KOH). Reported procedure: The title compound is prepared from a mixture of 2,3,4,5-tetrahydro-2,6-dimethyl-1H-pyrido[4,3-b]indole, 2-methyl-5-vinylpyridine and KOH (5-7 equiv) in NMP at a temperature ranging between 25 deg C. to 100 deg C. The product obtained is isolated by preparative HPLC. As a reaction SMILES: [CH3:1][N:2]1[CH2:15][CH2:14][C:5]2[NH:6][C:7]3[C:8]([CH3:13])=[CH:9][CH:10]=[CH:11][C:12]=3[C:4]=2[CH2:3]1.[CH3:16][C:17]1[CH:22]=[CH:21][C:20]([CH:23]=[CH2:24])=[CH:19][N:18]=1.[OH-].[K+]>CN1C(=O)CCC1>[CH3:1][N:2]1[CH2:15][CH2:14][C:5]2[N:6]([CH2:24][CH2:23][C:20]3[CH:19]=[N:18][C:17]([CH3:16])=[CH:22][CH:21]=3)[C:7]3[C:8]([CH3:13])=[CH:9][CH:10]=[CH:11][C:12]=3[C:4]=2[CH2:3]1 |f:2.3|. The reactants are C1(=CC=CC=C1)NC1=C(C=CC=C1)N (N-Phenyl phenylenediamine), C(=O)([O-])[O-].[K+].[K+] (K2CO3), BrCCC(=O)N(C1=CC=C(C=C1)C(F)(F)F)C(C)C (Bromomethyl-N-isopropyl-N-(4-trifluoromethyl-phenyl) acetamide), O (H2O). Solvent: CN(C)C=O (DMF). Run at time 1 hour. The product is C(C)(C)N(C(CNC1=C(C=CC=C1)NC1=CC=CC=C1)=O)C1=CC=C(C=C1)C(F)(F)F (N-Isopropyl-2-(2-phenylamino-phenylamino)-N-(4-trifluoromethyl-phenyl)-acetamide). Yield: 75.9%. Reaction SMILES: [C:1]1([NH:7][C:8]2[CH:13]=[CH:12][CH:11]=[CH:10][C:9]=2[NH2:14])[CH:6]=[CH:5][CH:4]=[CH:3][CH:2]=1.C([O-])([O-])=O.[K+].[K+].BrC[CH2:23][C:24]([N:26]([CH:37]([CH3:39])[CH3:38])[C:27]1[CH:32]=[CH:31][C:30]([C:33]([F:36])([F:35])[F:34])=[CH:29][CH:28]=1)=[O:25].O>CN(C=O)C>[CH:37]([N:26]([C:27]1[CH:28]=[CH:29][C:30]([C:33]([F:34])([F:35])[F:36])=[CH:31][CH:32]=1)[C:24](=[O:25])[CH2:23][NH:14][C:9]1[CH:10]=[CH:11][CH:12]=[CH:13][C:8]=1[NH:7][C:1]1[CH:2]=[CH:3][CH:4]=[CH:5][CH:6]=1)([CH3:39])[CH3:38] |f:1.2.3|. Procedure: To a stirred solution of 1.16 g (6.32 mmol) of N-Phenyl phenylenediamine in 15 mL of DMF is added 1.05 g (7.58 mmol, 1.2 equiv) of K2CO3 and 2.05 g (6.32 mmol) of Bromomethyl-N-isopropyl-N-(4-trifluoromethyl-phenyl) acetamide. The resulting mixture is stirred 1 h at RT then is heated to 50° C. for 16 h. The reaction mixture is then cooled to RT, poured into 100 mL H2O and extracted with Et2O (2×100 mL). The organic layers were washed in series with 1N HCl (2×80 mL), NaHCO3 (1×80 mL), and H2O (1×... Reactants: CC(NC(=O)c1cc(CBr)cc(N(C)S(C)(=O)=O)c1)c1ccc(F)cc1, CC(N)(CO)Cc1ccccc1, CN(C)C=O. Yields the product CC(NC(=O)c1cc(COCC(C)(N)Cc2ccccc2)cc(N(C)S(C)(=O)=O)c1)c1ccc(F)cc1. Reaction SMILES: [Br:13][CH2:14][c:15]1[cH:16][c:17]([C:18](=[O:19])[NH:20][CH:21]([CH3:22])[c:23]2[cH:24][cH:25][c:26]([F:29])[cH:27][cH:28]2)[cH:30][c:31]([N:33]([S:34](=[O:35])(=[O:36])[CH3:37])[CH3:38])[cH:32]1.[NH2:1][C:2]([CH2:3][OH:4])([CH2:5][c:6]1[cH:7][cH:8][cH:9][cH:10][cH:11]1)[CH3:12].[O:39]=[CH:40][N:41]([CH3:42])[CH3:43]>>[NH2:1][C:2]([CH2:3][O:4][CH2:14][c:15]1[cH:16][c:17]([C:18](=[O:19])[NH:20][CH:21]([CH3:22])[c:23]2[cH:24][cH:25][c:26]([F:29])[cH:27][cH:28]2)[cH:30][c:31]([N:33]([S:34](=[O:35])(=[O:36])[CH3:37])[CH3:38])[cH:32]1)([CH2:5][c:6]1[cH:7][cH:8][cH:9][cH:10][cH:11]1)[CH3:12]. Reactants: N(=C=O)C(C(=O)OCC)C (ethyl 2-isocyanatopropionate), FC(C(=O)[O-])(F)F (Trifluoroacetate), CC=1N=C(SC1C=1N=C(SC1)C(=O)N1CCOCC1)N (4′-Methyl-2-(morpholin-4-ylcarbonyl)-4,5′-bi-1,3-thiazol-2′-amine), C(C)(C)N(C(C)C)CC (N,N-Diisopropylethylamine). The solvent is C(Cl)Cl (DCM), C(Cl)Cl (DCM), CCOC(=O)C (EtOAc). Run at temperature 50 celsius. The product is CC=1N=C(SC1C=1N=C(SC1)C(=O)N1CCOCC1)NC(=O)NCCC(=O)OCC (Ethyl N-({[4′-methyl-2-(morpholin-4-ylcarbonyl)-4,5-bi-1,3-thiazol-2′-yl]amino}carbonyl)-beta-alaninate). RXN SMILES: F[C:2](F)(F)[C:3]([O-:5])=[O:4].[CH3:8][C:9]1[N:10]=[C:11]([NH2:27])[S:12][C:13]=1[C:14]1[N:15]=[C:16]([C:19]([N:21]2[CH2:26][CH2:25][O:24][CH2:23][CH2:22]2)=[O:20])[S:17][CH:18]=1.[CH:28](N(CC)C(C)C)(C)[CH3:29].[N:37]([CH:40](C)C(OCC)=O)=[C:38]=[O:39]>C(Cl)Cl.CCOC(C)=O>[CH3:8][C:9]1[N:10]=[C:11]([NH:27][C:38]([NH:37][CH2:40][CH2:2][C:3]([O:5][CH2:28][CH3:29])=[O:4])=[O:39])[S:12][C:13]=1[C:14]1[N:15]=[C:16]([C:19]([N:21]2[CH2:26][CH2:25][O:24][CH2:23][CH2:22]2)=[O:20])[S:17][CH:18]=1. Procedure: Trifluoroacetate salt of 4′-Methyl-2-(morpholin-4-ylcarbonyl)-4,5′-bi-1,3-thiazol-2′-amine, prepared as in Step II of Example 36, described above, (150 mg; 0.35 mmol; 1 eq.) is suspended in DCM (5 ml). N,N-Diisopropylethylamine (133 μl; 0.78 mmol; 2.20 eq.) is added. A solution of ethyl 2-isocyanatopropionate (Aldrich)(50.6 mg; 0.35 mmol; 1 eq.) in DCM (3 ml) is added and the resulting mixture is heated at 50° C. overnight. EtOAc is added (10 ml) and the mixture is washed with water. Organic pha... Starting materials: solution, N (ammonia), N(=C=O)CCCCC (1-isocyanatopentane). Solvent: CO (methanol). Conditions: time 1 hour. The product is C(CCCC)NC(=O)N (N-Pentylurea). RXN SMILES: [NH3:1].[N:2]([CH2:5][CH2:6][CH2:7][CH2:8][CH3:9])=[C:3]=[O:4]>CO>[CH2:5]([NH:2][C:3]([NH2:1])=[O:4])[CH2:6][CH2:7][CH2:8][CH3:9]. Reported procedure: To a 7.0 M solution of ammonia in methanol (32 mL) was dropwise added 1-isocyanatopentane (5.0 g, 0.044 mol). After the addition, the mixture was stirred at room temperature for 1 h and concentrated under reduced pressure to give a white solid, which was directly used for next step without further purification. LCMS calculated for C6H15N2O (M+H): 131.1. found 131.1. The reactants are compound I, monoalkyl ester, ClC1=CC=C(C(=O)O)C=C1 (p-chlorobenzoic acid), anhydride, N1=CC=CC2=CC=CC=C12 (quinoline), C(=O)=O (carbon dioxide), C(C)(=O)OC(C1=CC=CC=C1)OC(CC1=C(NC2=CC=C(C=C12)OC)C)=O ((5-methoxy-2-methyl-3-indoleacetoxy)-benzyl acetate), anhydride, C(=O)=O (carbon dioxide). The solvent is C(C)N(CC)CC (triethylamine), N1=CC=CC=C1 (pyridine). The product is C(C)(=O)OC(C1=CC=CC=C1)OC(CC1=C(N(C2=CC=C(C=C12)OC)C(C1=CC=C(C=C1)Cl)=O)C)=O ([1-(p-chlorobenzoyl)-5-methoxy-2-methyl-3-indoleacetoxy]-benzyl acetate). RXN SMILES: [C:1]([O:4][CH:5]([O:12][C:13](=[O:27])[CH2:14][C:15]1[C:23]2[C:18](=[CH:19][CH:20]=[C:21]([O:24][CH3:25])[CH:22]=2)[NH:17][C:16]=1[CH3:26])[C:6]1[CH:11]=[CH:10][CH:9]=[CH:8][CH:7]=1)(=[O:3])[CH3:2].[Cl:28][C:29]1[CH:37]=[CH:36][C:32]([C:33](O)=[O:34])=[CH:31][CH:30]=1.C(=O)=O.N1C2C(=CC=CC=2)C=CC=1>C(N(CC)CC)C.N1C=CC=CC=1>[C:1]([O:4][CH:5]([O:12][C:13](=[O:27])[CH2:14][C:15]1[C:23]2[C:18](=[CH:19][CH:20]=[C:21]([O:24][CH3:25])[CH:22]=2)[N:17]([C:33](=[O:34])[C:32]2[CH:36]=[CH:37][C:29]([Cl:28])=[CH:30][CH:31]=2)[C:16]=1[CH3:26])[C:6]1[CH:11]=[CH:10][CH:9]=[CH:8][CH:7]=1)(=[O:3])[CH3:2]. Reported procedure: Another method of preparing the compound I according to the invention is the acylation of (5-methoxy-2-methyl-3-indoleacetoxy)-benzyl acetate and subsequently splitting off the benzyl group. The mixed anhydride of p-chlorobenzoic acid with a monoalkyl ester of carbon dioxide is preferably used as acylation agent for this purpose. The reaction takes place by simply mixing the reactants and slowly heating them to 200°C until the evolution of carbon dioxide, starting at about 80°C, has ended. It is...